From a dataset of the Open Reaction Database (ORD), a public repository of structured organic reaction records. describe an organic reaction: reactants, conditions, products, and yield Reactants: N1(CCOCC1)CC=1C=C2C(C(=CN(C2=CC1)C1CCNCC1)C(=O)OCC)=O (ethyl 6-(4-morpholinylmethyl)-4-oxo-1-(4-piperidinyl)-1,4-dihydro-3-quinolinecarboxylate), ClC1=CC=C(CN)C=C1 (4-chlorobenzylamine). Reaction conditions: temperature 180 celsius. The product is ClC1=CC=C(CNC(=O)C2=CN(C3=CC=C(C=C3C2=O)CN2CCOCC2)C2CCNCC2)C=C1 (N-(4-Chlorobenzyl)-6-(4-morpholinylmethyl)-4-oxo-1-(4-piperidinyl)-1,4-dihydro-3-quinolinecarboxamide). RXN SMILES: [N:1]1([CH2:7][C:8]2[CH:9]=[C:10]3[C:15](=[CH:16][CH:17]=2)[N:14]([CH:18]2[CH2:23][CH2:22][NH:21][CH2:20][CH2:19]2)[CH:13]=[C:12]([C:24](OCC)=[O:25])[C:11]3=[O:29])[CH2:6][CH2:5][O:4][CH2:3][CH2:2]1.[Cl:30][C:31]1[CH:38]=[CH:37][C:34]([CH2:35][NH2:36])=[CH:33][CH:32]=1>>[Cl:30][C:31]1[CH:38]=[CH:37][C:34]([CH2:35][NH:36][C:24]([C:12]2[C:11](=[O:29])[C:10]3[C:15](=[CH:16][CH:17]=[C:8]([CH2:7][N:1]4[CH2:2][CH2:3][O:4][CH2:5][CH2:6]4)[CH:9]=3)[N:14]([CH:18]3[CH2:23][CH2:22][NH:21][CH2:20][CH2:19]3)[CH:13]=2)=[O:25])=[CH:33][CH:32]=1. Procedure: A flask containing crude ethyl 6-(4-morpholinylmethyl)-4-oxo-1-(4-piperidinyl)-1,4-dihydro-3-quinolinecarboxylate (0.14 g) is treated with 4-chlorobenzylamine (1.0 mL). The reaction is tightly capped and heated to 180° C. for 2 hours. The reaction is cooled to room temperature and flash column chromatographed on silica eluting with 2% to 10% methanol saturated with ammonia in dichloromethane and then by recrystallization from acetonitrile to afford 0.10 g of the title compound as a white solid. Reactants: C1(=CC=CC=C1)/C=C/S(=O)(=O)Cl ((E)-2-phenylethenesulfonyl chloride), COC(C=CC1=CC(=CC=C1)N)=O (3-(3-Amino-phenyl)-acrylic acid methyl ester), C(=O)(O)[O-].[Na+] (NaHCO3), resultant solution. Run in O1CCOCC1 (dioxane), O1CCOCC1 (dioxane), O (water). Yields the product COC(C=CC1=CC(=CC=C1)NS(=O)(=O)\C=C\C1=CC=CC=C1)=O (3-{3-[(E)-2-Phenylethenesulfonylamino]phenyl}acrylic acid methyl ester). Yield: 70.2%. Reaction SMILES: [C:1]1(/[CH:7]=[CH:8]/[S:9](Cl)(=[O:11])=[O:10])[CH:6]=[CH:5][CH:4]=[CH:3][CH:2]=1.[CH3:13][O:14][C:15](=[O:25])[CH:16]=[CH:17][C:18]1[CH:23]=[CH:22][CH:21]=[C:20]([NH2:24])[CH:19]=1.C([O-])(O)=O.[Na+]>O1CCOCC1.O>[CH3:13][O:14][C:15](=[O:25])[CH:16]=[CH:17][C:18]1[CH:23]=[CH:22][CH:21]=[C:20]([NH:24][S:9](/[CH:8]=[CH:7]/[C:1]2[CH:6]=[CH:5][CH:4]=[CH:3][CH:2]=2)(=[O:11])=[O:10])[CH:19]=1 |f:2.3|. Procedure details: A solution of (E)-2-phenylethenesulfonyl chloride (24a) (0.59 g, 2.82 mmol) in dioxane (3 ml) was added to a mixture of 3-(3-aminophenyl)-acrylic acid methyl ester (23) (0.50 g, 2.82 mmol) in dioxane (12 ml) and NaHCO3 (0.36 g, 4.28 mmol) in water (8 ml), and the resultant solution was stirred at room temperature until the completion of the reaction (control by TLC). The reaction mixture was evaporated and the residue was partitioned between ethyl acetate and 2N HCl. The organic layer was washed... Reactants: CS(=O)(=O)Cl, ClCCl, CCCCCCCCCCCCCC(O)CC(N)=O, c1ccncc1. Product: CCCCCCCCCCCCCC(CC(N)=O)OS(C)(=O)=O. RXN SMILES: [CH3:26][S:27]([Cl:28])(=[O:29])=[O:30].[Cl:31][CH2:32][Cl:33].[OH:1][CH:2]([CH2:3][C:4](=[O:5])[NH2:6])[CH2:7][CH2:8][CH2:9][CH2:10][CH2:11][CH2:12][CH2:13][CH2:14][CH2:15][CH2:16][CH2:17][CH2:18][CH3:19].[cH:20]1[cH:21][cH:22][n:23][cH:24][cH:25]1>>[O:1]([CH:2]([CH2:3][C:4](=[O:5])[NH2:6])[CH2:7][CH2:8][CH2:9][CH2:10][CH2:11][CH2:12][CH2:13][CH2:14][CH2:15][CH2:16][CH2:17][CH2:18][CH3:19])[S:27]([CH3:26])(=[O:29])=[O:30]. The reactants are CCCS(=O)(=O)NCC(c1cc(OCC)c(OCC)cc1OCC(=O)O)N(C#N)c1ccccc1, CCO, CCN(C(C)C)C(C)C, Cl, NO. Yields the product CCCS(=O)(=O)NCC(c1cc(OCC)c(OCC)cc1OCC(=O)O)N(C(=N)N)c1ccccc1. RXN SMILES: [C:1](#[N:2])[N:3]([CH:4]([CH2:5][NH:6][S:7](=[O:8])(=[O:9])[CH2:10][CH2:11][CH3:12])[c:13]1[c:14]([O:15][CH2:16][C:17](=[O:18])[OH:19])[cH:20][c:21]([O:27][CH2:28][CH3:29])[c:22]([O:24][CH2:25][CH3:26])[cH:23]1)[c:30]1[cH:31][cH:32][cH:33][cH:34][cH:35]1.[CH3:48][CH2:49][OH:50].[CH:36]([N:39]([CH:37]([CH3:38])[CH3:40])[CH2:41][CH3:42])([CH3:43])[CH3:44].[ClH:45].[NH2:46][OH:47]>>[C:1]([NH2:2])([N:3]([CH:4]([CH2:5][NH:6][S:7](=[O:8])(=[O:9])[CH2:10][CH2:11][CH3:12])[c:13]1[c:14]([O:15][CH2:16][C:17](=[O:18])[OH:19])[cH:20][c:21]([O:27][CH2:28][CH3:29])[c:22]([O:24][CH2:25][CH3:26])[cH:23]1)[c:30]1[cH:31][cH:32][cH:33][cH:34][cH:35]1)=[NH:39].